This data is from the Open Reaction Database (ORD), a public repository of structured organic reaction records. The task is: describe an organic reaction: reactants, conditions, products, and yield Reactants: Cc1ccccc1, [Cl-], O=C(O)c1cc(Cl)nc2ccccc12, [NH4+], [OH-]. Yields the product NC(=O)c1cc(Cl)nc2ccccc12. RXN SMILES: [CH3:18][c:19]1[cH:20][cH:21][cH:22][cH:23][cH:24]1.[Cl-:3].[Cl:4][c:5]1[n:6][c:7]2[cH:8][cH:9][cH:10][cH:11][c:12]2[c:13]([C:15](=[O:16])[OH:17])[cH:14]1.[NH4+:2].[OH-:1]>>[NH2:2][C:15]([c:13]1[c:12]2[c:7]([n:6][c:5]([Cl:4])[cH:14]1)[cH:8][cH:9][cH:10][cH:11]2)=[O:17]. Reactants: C1(=CC=CC=C1)P(=O)(C1=CC=CC=C1)OC=1[C@@H]([C@@H]2N(C1C(=O)OCC1=CC=C(C=C1)[N+](=O)[O-])C([C@@H]2[C@@H](C)O)=O)C (4-nitrobenzyl (1R,5S,6S)-2-(diphenylphosphoryloxy)-6-[(1R)-1-hydroxyethyl]-1-methyl -1-carbapen-2-em-3-carboxylate), S[C@H]1C[C@H](N(C1)C(=O)OCC1=CC=C(C=C1)[N+](=O)[O-])C(=O)N1CCN(CCC1)C(NC(=O)OCC1=CC=C(C=C1)[N+](=O)[O-])=N ((2S,4S)-4-mercapto-1-(4-nitrobenzyl -oxycarbonyl)-2-[4-(4-nitrobenzyloxycarbonylamidino)homopiperazin -1-ylcarbonyl]pyrrolidine). Procedure details: A procedure similar to that described in Example 101 was repeated, but using 4-nitrobenzyl (1R,5S,6S)-2-(diphenylphosphoryloxy)-6-[(1R)-1-hydroxyethyl]-1-methyl -1-carbapen-2-em-3-carboxylate (prepared as described in Preparation 123) and (2S,4S)-4-mercapto-1-(4-nitrobenzyl -oxycarbonyl)-2-[4-(4-nitrobenzyloxycarbonylamidino)homopiperazin -1-ylcarbonyl]pyrrolidine (prepared as described in Preparation 94) as starting materials, in relative proportions similar to those used in that Example, to ob... Yields the product C(N)(=N)N1CCN(CCC1)C(=O)[C@H]1NC[C@H](C1)SC=1[C@@H]([C@H]2N(C1C(=O)O)C([C@@H]2[C@@H](C)O)=O)C ((1R,5S,6S)-2-[(2S,4S)-2-(4-Amidinohomopiperazin-1-ylcarbonyl)pyrrolidin-4-ylthio]-6-[(1R)-1-hydroxyethyl]-1-methyl-1-carbapen-2-em-3-carboxylic acid). RXN SMILES: C1(P(O[C:16]2[C@H:17]([CH3:40])[C@H:18]3[C@@H:35]([C@H:36]([OH:38])[CH3:37])[C:34](=[O:39])[N:19]3[C:20]=2[C:21]([O:23]CC2C=CC([N+]([O-])=O)=CC=2)=[O:22])(C2C=CC=CC=2)=O)C=CC=CC=1.[SH:41][C@@H:42]1[CH2:46][N:45](C(OCC2C=CC([N+]([O-])=O)=CC=2)=O)[C@H:44]([C:60]([N:62]2[CH2:68][CH2:67][CH2:66][N:65]([C:69](=[NH:84])[NH:70]C(OCC3C=CC([N+]([O-])=O)=CC=3)=O)[CH2:64][CH2:63]2)=[O:61])[CH2:43]1>>[C:69]([N:65]1[CH2:66][CH2:67][CH2:68][N:62]([C:60]([C@@H:44]2[CH2:43][C@H:42]([S:41][C:16]3[C@H:17]([CH3:40])[C@@H:18]4[C@@H:35]([C@H:36]([OH:38])[CH3:37])[C:34](=[O:39])[N:19]4[C:20]=3[C:21]([OH:23])=[O:22])[CH2:46][NH:45]2)=[O:61])[CH2:63][CH2:64]1)(=[NH:70])[NH2:84]. Reactants: CC(=O)c1ccccc1Oc1cn[nH]c(=O)c1, CN(C)C=O, COC(=O)C(Br)CC1CCCC1, [H-], [Na+], C1CCOC1. Yields the product COC(=O)C(CC1CCCC1)n1ncc(Oc2ccccc2C(C)=O)cc1=O. RXN SMILES: [C:3]([CH3:4])(=[O:5])[c:6]1[c:7]([O:8][c:9]2[cH:10][c:11](=[O:15])[nH:12][n:13][cH:14]2)[cH:16][cH:17][cH:18][cH:19]1.[CH3:20][N:21]([CH3:22])[CH:23]=[O:24].[CH3:25][O:26][C:27]([CH:28]([CH2:29][CH:30]1[CH2:31][CH2:32][CH2:33][CH2:34]1)[Br:35])=[O:36].[H-:1].[Na+:2].[O:37]1[CH2:38][CH2:39][CH2:40][CH2:41]1>>[C:3]([CH3:4])(=[O:5])[c:6]1[c:7]([O:8][c:9]2[cH:10][c:11](=[O:15])[n:12]([CH:28]([C:27]([O:26][CH3:25])=[O:36])[CH2:29][CH:30]3[CH2:31][CH2:32][CH2:33][CH2:34]3)[n:13][cH:14]2)[cH:16][cH:17][cH:18][cH:19]1. Reactants: [BH4-], Cc1ccccc1, CCOC(=O)CC1CCC(C=O)CC1, CC1C(c2cc(C(F)(F)F)cc(C(F)(F)F)c2)OC(=O)N1Cc1cc(OC(F)(F)F)ccc1N, [Na+]. Product: CCOC(=O)CC1CCC(CNc2ccc(OC(F)(F)F)cc2CN2C(=O)OC(c3cc(C(F)(F)F)cc(C(F)(F)F)c3)C2C)CC1. RXN SMILES: [BH4-:49].[CH3:51][c:52]1[cH:53][cH:54][cH:55][cH:56][cH:57]1.[CH:35](=[O:36])[CH:37]1[CH2:38][CH2:39][CH:40]([CH2:43][C:44](=[O:45])[O:46][CH2:47][CH3:48])[CH2:41][CH2:42]1.[NH2:1][c:2]1[c:3]([CH2:4][N:5]2[C:6](=[O:25])[O:7][CH:8]([c:11]3[cH:12][c:13]([C:21]([F:22])([F:23])[F:24])[cH:14][c:15]([C:17]([F:18])([F:19])[F:20])[cH:16]3)[CH:9]2[CH3:10])[cH:26][c:27]([O:30][C:31]([F:32])([F:33])[F:34])[cH:28][cH:29]1.[Na+:50]>>[NH:1]([c:2]1[c:3]([CH2:4][N:5]2[C:6](=[O:25])[O:7][CH:8]([c:11]3[cH:12][c:13]([C:21]([F:22])([F:23])[F:24])[cH:14][c:15]([C:17]([F:18])([F:19])[F:20])[cH:16]3)[CH:9]2[CH3:10])[cH:26][c:27]([O:30][C:31]([F:32])([F:33])[F:34])[cH:28][cH:29]1)[CH2:35][CH:37]1[CH2:38][CH2:39][CH:40]([CH2:43][C:44](=[O:45])[O:46][CH2:47][CH3:48])[CH2:41][CH2:42]1. Reactants: NN1C(C2=CC=CC=C2C(=N1)N1CCOCC1)=O (2-amino-4-morpholinophthalazin-1(2H)-one), [N+](=O)([O-])C=1C=C(C=CC1)CC(=O)O (2-(3-nitrophenyl)acetic acid). The product is N1(CCOCC1)C1=NN(C(C2=CC=CC=C12)=O)NC(CC1=CC(=CC=C1)[N+](=O)[O-])=O (N-[4-(morpholin-4-yl)-1-oxophthalazin-2(1H)-yl]-2-(3-nitrophenyl)acetamide). Reaction SMILES: [NH2:1][N:2]1[N:11]=[C:10]([N:12]2[CH2:17][CH2:16][O:15][CH2:14][CH2:13]2)[C:9]2[C:4](=[CH:5][CH:6]=[CH:7][CH:8]=2)[C:3]1=[O:18].[N+:19]([C:22]1[CH:23]=[C:24]([CH2:28][C:29](O)=[O:30])[CH:25]=[CH:26][CH:27]=1)([O-:21])=[O:20]>>[N:12]1([C:10]2[C:9]3[C:4](=[CH:5][CH:6]=[CH:7][CH:8]=3)[C:3](=[O:18])[N:2]([NH:1][C:29](=[O:30])[CH2:28][C:24]3[CH:25]=[CH:26][CH:27]=[C:22]([N+:19]([O-:21])=[O:20])[CH:23]=3)[N:11]=2)[CH2:17][CH2:16][O:15][CH2:14][CH2:13]1. Procedure details: The product of Example 1B and 2-(3-nitrophenyl)acetic acid were treated using a method similar to that described in Example 111 to give the title compound. 1H NMR (500 MHz, DMSO-d6/Deuterium Oxide) δ ppm 8.31 (dd, J=7.9, 1.3 Hz, 1H), 8.28 (t, J=1.9 Hz, 1H), 8.17 (ddd, J=8.2, 2.3, 1.2 Hz, 1H), 8.03-8.05 (m, 1H), 7.97-8.01 (m, 1H), 7.91 (td, J=7.5, 1.3 Hz, 1H), 7.84 (d, J=7.7 Hz, 1H), 7.68 (t, J=7.9 Hz, 1H), 3.88 (s, 2H), 3.81-3.83 (m, 4H), 3.09-3.11 (m, 4H); MS (ESI−) M/Z 408 (M−H)−. The reactants are COC(=O)C1=CC=C2C=C(N(C2=C1)C(=O)OC(C)(C)C)B(O)O (6-methoxycarbonyl-1-tert-butoxycarbonyl-indole-2-boronic acid), COC(=O)C1=CC=C2C=C(N(C2=C1)C(=O)OC(C)(C)C)B(O)O (6-methoxycarbonyl-1-tert-butoxycarbonyl-indole-2-boronic acid), C(C)(C)(C)OC(=O)N1N=C(C2=C1C=CS2)I (3-iodo-thieno[3,2-c]pyrazole-1-carboxylic acid tert-butyl ester), ClCCl (dichloromethane), C([O-])([O-])=O.[Cs+].[Cs+] (cesium carbonate). Reagents/catalysts: C1=CC=C(C=C1)P([C-]2C=CC=C2)C3=CC=CC=C3.C1=CC=C(C=C1)P([C-]2C=CC=C2)C3=CC=CC=C3.Cl[Pd]Cl.[Fe+2] ([1,1′-bis(diphenylphosphino)-ferrocene]dichloropalladium). Solvent: O1CCOCC1.O (1,4-dioxane water), C(C)(=O)OCC (ethyl acetate). Reaction conditions: temperature 82 celsius. The product is COC(=O)C1=CC=C2C=C(N(C2=C1)C(=O)OC(C)(C)C)C=1C2=C(N(N1)C(=O)OC(C)(C)C)C=CS2 (2-(1-tert-butoxycarbonyl-1H-thieno[3,2-c]pyrazol-3-yl)-indole-1,6-dicarboxylic acid 1-tert-butyl ester 6-methyl ester). Yield: 50.0%. As a reaction SMILES: [CH3:1][O:2][C:3]([C:5]1[CH:13]=[C:12]2[C:8]([CH:9]=[C:10](B(O)O)[N:11]2[C:14]([O:16][C:17]([CH3:20])([CH3:19])[CH3:18])=[O:15])=[CH:7][CH:6]=1)=[O:4].[C:24]([O:28][C:29]([N:31]1[C:35]2[CH:36]=[CH:37][S:38][C:34]=2[C:33](I)=[N:32]1)=[O:30])([CH3:27])([CH3:26])[CH3:25].ClCCl.C(=O)([O-])[O-].[Cs+].[Cs+]>C1C=CC(P(C2C=CC=CC=2)[C-]2C=CC=C2)=CC=1.C1C=CC(P(C2C=CC=CC=2)[C-]2C=CC=C2)=CC=1.Cl[Pd]Cl.[Fe+2].C(OCC)(=O)C.O1CCOCC1.O>[CH3:1][O:2][C:3]([C:5]1[CH:13]=[C:12]2[C:8]([CH:9]=[C:10]([C:33]3[C:34]4[S:38][CH:37]=[CH:36][C:35]=4[N:31]([C:29]([O:28][C:24]([CH3:26])([CH3:27])[CH3:25])=[O:30])[N:32]=3)[N:11]2[C:14]([O:16][C:17]([CH3:20])([CH3:19])[CH3:18])=[O:15])=[CH:7][CH:6]=1)=[O:4] |f:3.4.5,6.7.8.9,11.12|. Reported procedure: To a solution of 1H-Indole-6-carboxylic acid methyl ester [26.65 g, 146 mmol, Intermediate (33)] and 4-(dimethylamino)pyridine (230 mg) in anhydrous tetrahydrofuran (490 mL) is added di-tert-butyl-dicarbonate (1M in tetrahydrofuran, 150 mL) drop wise over 40 minute periods. Stirred at room temperature for 100 minutes. The solvent is removed in vacuo and the mixture is redissolved in ethyl acetate (400 mL). The ethyl acetate layer is washed with water (20 mL), 0.5 N hydrochloric acid (20 mL), 10%... Reactants: CCC(Nc1nccc(-c2cc(F)c(OC)cc2C)c1[N+](=O)[O-])C1CC1, [Na+], [Na+], O=S([O-])S(=O)[O-]. Product: CCC(Nc1nccc(-c2cc(F)c(OC)cc2C)c1N)C1CC1. As a reaction SMILES: [CH:1]1([CH:4]([CH2:5][CH3:6])[NH:7][c:8]2[n:9][cH:10][cH:11][c:12](-[c:17]3[c:18]([CH3:26])[cH:19][c:20]([O:24][CH3:25])[c:21]([F:23])[cH:22]3)[c:13]2[N+:14]([O-:15])=[O:16])[CH2:2][CH2:3]1.[Na+:33].[Na+:34].[S:27]([S:28]([O-:29])=[O:30])([O-:31])=[O:32]>>[CH:1]1([CH:4]([CH2:5][CH3:6])[NH:7][c:8]2[n:9][cH:10][cH:11][c:12](-[c:17]3[c:18]([CH3:26])[cH:19][c:20]([O:24][CH3:25])[c:21]([F:23])[cH:22]3)[c:13]2[NH2:14])[CH2:2][CH2:3]1.